From a dataset of the Open Reaction Database (ORD), a public repository of structured organic reaction records. describe an organic reaction: reactants, conditions, products, and yield Reactants: P(O)(O)=O.NC1=NC=C2NC=NC2=N1 (2-aminopurine phosphonate), Br[Si](C)(C)C (bromotrimethylsilane). Product: N1=CN=C2NC=NC2=C1 (9H-purine). The yield is 35.0%. Reaction SMILES: P(=O)(O)O.N[C:6]1[N:14]=[C:13]2[C:9]([NH:10][CH:11]=[N:12]2)=[CH:8][N:7]=1.Br[Si](C)(C)C>>[N:7]1[CH:8]=[C:9]2[C:13]([NH:12][CH:11]=[N:10]2)=[N:14][CH:6]=1 |f:0.1|. Procedure: Example 1 describes preparation of 2-amino-9-[CR(-)-1-hydroxymethyl-3-diethylphosphono)-1-propyloxymethyl]- 9H-purine 1-5 as shown in Scheme 1. Briefly, the synthesis set forth in Scheme 1 involves, regiospecifically opening 2-(benzyloxymethyl) oxirane 1-1 with lithiated diethyl methylphosphonate in the presence of boron trifluoride etherate to afford 1-2 in 94% yield (Example 1, section (a.)). Compound 1-2 was then transformed to the corresponding chloromethyl ether and condensed with 2-amino-6... Reactants: BrC1=CC=C2CC(NC2=C1)=O (6-bromo-2-indolinone), C1(=CC=CC=C1)OB(O)O (phenylboric acid), tetrakistriphenylphosphine palladium, C([O-])([O-])=O.[Na+].[Na+] (sodium carbonate). Solvent: C(OC)COC (dimethoxyethane), C(C)O (ethanol). Run at temperature 85 celsius, time 6 hour. Product: C1(=CC=CC=C1)C1=CC=C2CC(NC2=C1)=O (6-phenyl-2-indolinone). As a reaction SMILES: Br[C:2]1[CH:10]=[C:9]2[C:5]([CH2:6][C:7](=[O:11])[NH:8]2)=[CH:4][CH:3]=1.[C:12]1(OB(O)O)[CH:17]=[CH:16][CH:15]=[CH:14][CH:13]=1.C(=O)([O-])[O-].[Na+].[Na+]>C(COC)OC.C(O)C>[C:12]1([C:2]2[CH:10]=[C:9]3[C:5]([CH2:6][C:7](=[O:11])[NH:8]3)=[CH:4][CH:3]=2)[CH:17]=[CH:16][CH:15]=[CH:14][CH:13]=1 |f:2.3.4|. Procedure details: 2.4 g of 6-bromo-2-indolinone are placed in 60 ml of dimethoxyethane, 1.9 g of phenylboric acid in 8 ml of ethanol and 0.3 g of tetrakistriphenylphosphine palladium are added and to this mixture 12 ml of 2N sodium carbonate solution are added dropwise at ambient temperature. The mixture is stirred for 6 hours at 85° C. After cooling the catalyst is filtered off, the solvent is eliminated and the residue is washed with 100 ml of water and 20 ml of 1N sodium hydroxide solution. The residue is puri... Reactants: [H][H] (hydrogen), [N+](=O)([O-])C1=C(OC[C@H]2OC2)C=CC=C1 ((2S)-2-[(2-nitrophenoxy)methyl]oxirane), C(C)(=O)OC(C)=O (Acetic anhydride), C(C)N(C(C)C)C(C)C (ethyldi(i-propyl)amine). The reagents and catalysts are [Pt] (Platinum on charcoal). Run in C(C)(=O)OCC (ethyl acetate). Reaction conditions: time 3 hour. Product: O1[C@@H](C1)COC1=C(C=CC=C1)NC(C)=O (N-{2-[(2S)Oxiranylmethoxy]phenyl}acetamide). Yield: 59.5%. As a reaction SMILES: [N+:1]([C:4]1[CH:14]=[CH:13][CH:12]=[CH:11][C:5]=1[O:6][CH2:7][C@@H:8]1[CH2:10][O:9]1)([O-])=O.[H][H].[C:17](OC(=O)C)(=[O:19])[CH3:18].C(N(C(C)C)C(C)C)C>C(OCC)(=O)C.[Pt]>[O:9]1[CH2:10][C@H:8]1[CH2:7][O:6][C:5]1[CH:11]=[CH:12][CH:13]=[CH:14][C:4]=1[NH:1][C:17](=[O:19])[CH3:18]. Procedure details: (2S)-2-[(2-nitrophenoxy)methyl]oxirane (1.17 g, 6 mmol) was dissolved in ethyl acetate (50 ml). Platinum on charcoal (0.50 g) was added, and the mixture was stirred in the atmosphere of hydrogen for 3 h at room temperature and atmospheric pressure. The catalyst was filtered and washed on the filter with ethyl acetate (10 ml). Acetic anhydride (1.23 g, 1.13 ml, 12 mmol) and ethyldi(i-propyl)amine (1.55 g, 2.05 ml, 12 mmol) were added to the solution. The reaction mixture was stirred at room tempe... Reactants: COc1ccc(C#N)cc1C(=O)Nc1ccc(Cl)cc1, O=C([O-])[O-], CS(C)=O, [K+], [K+], O, OO. Yields the product COc1ccc(C(N)=O)cc1C(=O)Nc1ccc(Cl)cc1. RXN SMILES: [C:1](#[N:2])[c:3]1[cH:4][cH:5][c:6]([O:19][CH3:20])[c:7]([C:8](=[O:9])[NH:10][c:11]2[cH:12][cH:13][c:14]([Cl:17])[cH:15][cH:16]2)[cH:18]1.[C:23]([O-:24])(=[O:25])[O-:26].[CH3:30][S:31](=[O:32])[CH3:33].[K+:27].[K+:28].[OH2:29].[OH:21][OH:22]>>[C:1]([NH2:2])([c:3]1[cH:4][cH:5][c:6]([O:19][CH3:20])[c:7]([C:8](=[O:9])[NH:10][c:11]2[cH:12][cH:13][c:14]([Cl:17])[cH:15][cH:16]2)[cH:18]1)=[O:24]. Reactants: CCCCCCCCCC=1C=CC(=CC1)O (nonylphenol), C1(=CC=CC=C1)O (phenol), S(O)(O)(=O)=O (sulfuric acid), C=O (formaldehyde). Run in C1(=CC=CC=C1)C (toluene). The product is CCCCCCCCCC=1C=CC(=CC1)O.C1(=CC=CC=C1)O (Nonylphenol Phenol). RXN SMILES: [CH3:1][CH2:2][CH2:3][CH2:4][CH2:5][CH2:6][CH2:7][CH2:8][CH2:9][C:10]1[CH:11]=[CH:12][C:13]([OH:16])=[CH:14][CH:15]=1.[C:17]1([OH:23])[CH:22]=[CH:21][CH:20]=[CH:19][CH:18]=1.S(=O)(=O)(O)O.C=O>C1(C)C=CC=CC=1>[CH3:1][CH2:2][CH2:3][CH2:4][CH2:5][CH2:6][CH2:7][CH2:8][CH2:9][C:10]1[CH:15]=[CH:14][C:13]([OH:16])=[CH:12][CH:11]=1.[C:17]1([OH:23])[CH:22]=[CH:21][CH:20]=[CH:19][CH:18]=1 |f:5.6|. Reported procedure: 205 grams of nonylphenol and 479 grams of phenol were heated at reflux with 10.6 grams of 30 percent sulfuric acid, 300 grams of 50 percent aqueous formaldehyde and 50 cc of toluene. The product was distilled at atmospheric pressure to a temperature of 140° C. to give a solid amber resin with a ring and ball softening point of 122° C. Reactants: C1=CN=CC=2CNC(C3=C(C21)C=CC=C3)=O (5,6-dihydro-7H-pyrido[3,4-d][2]benzazepin-7-one), C(C1=CC=CC=C1)Br (benzyl bromide). Solvent: C(C)O (ethanol). Yields the product [Br-].C(C1=CC=CC=C1)[N+]1=CC=2CNC(C3=C(C2C=C1)C=CC=C3)=O (3-benzyl-7-oxo-6,7-dihydro-5H-pyrido[3,4-d][2]benzazepin-3-ium bromide). RXN SMILES: [CH:1]1[C:11]2[C:10]3[CH:12]=[CH:13][CH:14]=[CH:15][C:9]=3[C:8](=[O:16])[NH:7][CH2:6][C:5]=2[CH:4]=[N:3][CH:2]=1.[CH2:17]([Br:24])[C:18]1[CH:23]=[CH:22][CH:21]=[CH:20][CH:19]=1>C(O)C>[Br-:24].[CH2:17]([N+:3]1[CH:2]=[CH:1][C:11]2[C:10]3[CH:12]=[CH:13][CH:14]=[CH:15][C:9]=3[C:8](=[O:16])[NH:7][CH2:6][C:5]=2[CH:4]=1)[C:18]1[CH:23]=[CH:22][CH:21]=[CH:20][CH:19]=1 |f:3.4|. Procedure details: A mixture of Example 180D (24.6 g, 0.117 mol) and benzyl bromide (40.1 g, 0.234 mol) in 200 mL of ethanol was stirred at reflux overnight. After cooling with an ice-water bath, the solid was collected by filtration and washed with ethanol to obtain the title compound. Reactants: O[C@@]1(C[C@H](CCC1)C)CNC(=O)C=1C=2C=CC(=NC2C=CC1Cl)Cl (2,6-dichloro-quinoline-5-carboxylic acid ((1S,3S)-1-hydroxy-3methyl-cyclohexylmethyl)-amide), CCN(C(C)C)C(C)C (DIPEA), F[C@@H]1CNCC1 ((S)-3-fluoropyrrolidine). Yields the product O[C@@]1(C[C@H](CCC1)C)CNC(=O)C=1C=2C=CC(=NC2C=CC1Cl)N1C[C@H](CC1)F (6-Chloro-2-(3-(S)-fluoropyrrolidin-1-yl)-quinoline-5-carboxylic acid ((1S,3S)-1-hydroxy-3-methyl-cyclohexylmethyl)-amide). Reaction SMILES: [OH:1][C@@:2]1([CH2:9][NH:10][C:11]([C:13]2[C:14]3[CH:15]=[CH:16][C:17](Cl)=[N:18][C:19]=3[CH:20]=[CH:21][C:22]=2[Cl:23])=[O:12])[CH2:7][CH2:6][CH2:5][C@H:4]([CH3:8])[CH2:3]1.CCN(C(C)C)C(C)C.[F:34][C@H:35]1[CH2:39][CH2:38][NH:37][CH2:36]1>>[OH:1][C@@:2]1([CH2:9][NH:10][C:11]([C:13]2[C:14]3[CH:15]=[CH:16][C:17]([N:37]4[CH2:38][CH2:39][C@H:35]([F:34])[CH2:36]4)=[N:18][C:19]=3[CH:20]=[CH:21][C:22]=2[Cl:23])=[O:12])[CH2:7][CH2:6][CH2:5][C@H:4]([CH3:8])[CH2:3]1. Procedure: The title compound was synthesized according to the procedure described in example 1 using 2,6-dichloro-quinoline-5-carboxylic acid ((1S,3S)-1-hydroxy-3methyl-cyclohexylmethyl)-amide, DIPEA and (S)-3-fluoropyrrolidine. 1H NMR (400 MHz, DMSO-d6) δ ppm 8.75 (1H), 7.85 (m, 1H), 7.58 (2H), 7.05 (1H), 5.43-5.56 (1H), 4.16 (s, 1H), 3.89 (m, 2H), 3.70 (m, 1H), 3.55 (m, 1H), 3.26 (m, 2H), 2.44 (m, 2H), 2.06 (m, 2H), 1.85 (m, 2H), 1.74-1.76 (m, 5H), 1.27-1.32 (m, 1H), 0.83 (d, 3H). m/z: 420 [M+H] The reactants are C1=CC=CC=C1 (benzene), C(C)OC(CCCCC(=CCCO)C)(CC)C (9-ethoxy-4,9-dimethylundec-3-en-1-ol), [H][H] (hydrogen). The reagents and catalysts are [Pd] (palladium-on-carbon). Solvent: CO (methanol). Yields the product C(C)OC(CCCCC(CCCO)C)(CC)C (9-ethoxy-4,9-dimethylundecan-1-ol). RXN SMILES: C1C=CC=CC=1.[CH2:7]([O:9][C:10]([CH3:23])([CH2:21][CH3:22])[CH2:11][CH2:12][CH2:13][CH2:14][C:15]([CH3:20])=[CH:16][CH2:17][CH2:18][OH:19])[CH3:8].[H][H]>[Pd].CO>[CH2:7]([O:9][C:10]([CH3:23])([CH2:21][CH3:22])[CH2:11][CH2:12][CH2:13][CH2:14][CH:15]([CH3:20])[CH2:16][CH2:17][CH2:18][OH:19])[CH3:8]. Reported procedure: A suspension of 0.5 g. of 5% palladium-on-carbon catalyst in 50 ml. of benzene is hydrogenated for 30 minutes. A mixture of 1.5 g. of 9-ethoxy-4,9-dimethylundec-3-en-1-ol in 75 ml. of methanol is added and hydrogenated with agitation until the theoretical amount of hydrogen is absorbed. The catalyst is removed by filtration and the solution evaporated to yield 9-ethoxy-4,9-dimethylundecan-1-ol which is purified by chromatography. The product is treated with phosphorus tribromide to yield 1-bromo... Starting materials: SCC(=O)O (mercaptoacetic acid), C1CCC2=NCCCN2CC1 (DBU), COC([C@H](CC1=CC2=C(O[C@H](CO2)C2=CC=C(C=C2)OC(C)=O)C=C1)N([C@@H](CC)C1=CC=CC=C1)S(=O)(=O)C1=CC=C(C=C1)[N+](=O)[O-])=O ((S)-3-[(S)-2-(4-Acetoxy-phenyl)-2,3-dihydro-benzo[1,4]dioxin-6-yl]-2-[(4-nitro-benzenesulfonyl)-((S)-1-phenyl-propyl)-amino]-propionic acid methyl ester). Solvent: CN(C)C=O (DMF). Yields the product COC([C@H](CC1=CC2=C(O[C@H](CO2)C2=CC=C(C=C2)O)C=C1)N[C@@H](CC)C1=CC=CC=C1)=O ((S)-3-[(S)-2-(4-Hydroxy-phenyl)-2,3-dihydro-benzo[1,4]dioxin-6-yl]-2-((S)-1-phenyl-propylamino)-propionic acid methyl ester). Isolated yield 78.7%. Reaction SMILES: [CH3:1][O:2][C:3](=[O:48])[C@@H:4]([N:26](S(C1C=CC([N+]([O-])=O)=CC=1)(=O)=O)[C@H:27]([C:30]1[CH:35]=[CH:34][CH:33]=[CH:32][CH:31]=1)[CH2:28][CH3:29])[CH2:5][C:6]1[CH:25]=[CH:24][C:9]2[O:10][C@@H:11]([C:14]3[CH:19]=[CH:18][C:17]([O:20]C(=O)C)=[CH:16][CH:15]=3)[CH2:12][O:13][C:8]=2[CH:7]=1.SCC(O)=O.C1CCN2C(=NCCC2)CC1>CN(C=O)C>[CH3:1][O:2][C:3](=[O:48])[C@@H:4]([NH:26][C@H:27]([C:30]1[CH:31]=[CH:32][CH:33]=[CH:34][CH:35]=1)[CH2:28][CH3:29])[CH2:5][C:6]1[CH:25]=[CH:24][C:9]2[O:10][C@@H:11]([C:14]3[CH:15]=[CH:16][C:17]([OH:20])=[CH:18][CH:19]=3)[CH2:12][O:13][C:8]=2[CH:7]=1. Reported procedure: (S)-3-[(S)-2-(4-Acetoxy-phenyl)-2,3-dihydro-benzo[1,4]dioxin-6-yl]-2-[(4-nitro-benzenesulfonyl)-((S)-1-phenyl-propyl)-amino]-propionic acid methyl ester (230 mg) was dissolved in 3 mL dry DMF, then, mercaptoacetic acid and DBU were added at rt. The reaction stirred over night, and was partitioned between saturated aqueous NaHCO3 and diethyl ether. The organic layer was washed successively with aqueous NaHCO3, water, and brine, then was dried with Na2SO4 and evaporated. The residue was purified b...